This data is from the Open Reaction Database (ORD), a public repository of structured organic reaction records. The task is: describe an organic reaction: reactants, conditions, products, and yield The reactants are CN(C(OC(C)(C)C)=O)CC1=NN(C(=C1)N(C1=CC=CC=C1)C)C1=CC=CC=C1 (tert-Butyl methyl({5-[methyl(phenyl)amino]-1-phenyl-1H-pyrazol-3-yl}methyl)carbamate), C(C)(=O)OCC.Cl (hydrogen chloride-ethyl acetate). The solvent is C(C)(=O)OCC (ethyl acetate), CO (methanol). Run at time 2 hour. The product is Cl.CN(C1=CC(=NN1C1=CC=CC=C1)CNC)C1=CC=CC=C1 (N-methyl-3-[(methylamino)methyl]-N,1-diphenyl-1H-pyrazole-5-amine hydrochloride). Isolated yield 45.0%. Reaction SMILES: [CH3:1][N:2]([CH2:10][C:11]1[CH:15]=[C:14]([N:16]([CH3:23])[C:17]2[CH:22]=[CH:21][CH:20]=[CH:19][CH:18]=2)[N:13]([C:24]2[CH:29]=[CH:28][CH:27]=[CH:26][CH:25]=2)[N:12]=1)C(=O)OC(C)(C)C.C(OCC)(=O)C.[ClH:36]>C(OCC)(=O)C.CO>[ClH:36].[CH3:23][N:16]([C:17]1[CH:22]=[CH:21][CH:20]=[CH:19][CH:18]=1)[C:14]1[N:13]([C:24]2[CH:29]=[CH:28][CH:27]=[CH:26][CH:25]=2)[N:12]=[C:11]([CH2:10][NH:2][CH3:1])[CH:15]=1 |f:1.2,5.6|. Procedure details: tert-Butyl methyl({5-[methyl(phenyl)amino]-1-phenyl-1H-pyrazol-3-yl}methyl)carbamate (67 mg) was dissolved in ethyl acetate (1 mL) and methanol (0.5 mL), a 4 mol/L hydrogen chloride-ethyl acetate solution (2 mL) was added, and the mixture was stirred at room temperature for 2 hr. The reaction mixture was concentrated under reduced pressure, and the residue was crystallized from a mixed solvent of ethyl acetate and hexane, and recrystallized from a mixed solvent of ethyl acetate and ethanol to gi... Starting materials: [BH4-], CN, CO, Cc1ccccc1C=O, [Na+]. The product is CNCc1ccccc1C. As a reaction SMILES: [BH4-:12].[CH3:10][NH2:11].[CH3:14][OH:15].[CH3:1][c:2]1[cH:3][cH:4][cH:5][cH:6][c:7]1[CH:8]=[O:9].[Na+:13]>>[CH3:1][c:2]1[cH:3][cH:4][cH:5][cH:6][c:7]1[CH2:8][NH:11][CH3:10]. The reactants are CCCCc1nnc(OC2CCN(C(=O)OC(C)(C)C)CC2)cc1-c1ccc(OC2CCCCC2)c(Br)c1, COCCOC, CC1(C)OB(c2cn[nH]c2)OC1(C)C, [Na+], [Na+], O=C([O-])[O-], c1ccc(P(c2ccccc2)(c2ccccc2)[Pd](P(c2ccccc2)(c2ccccc2)c2ccccc2)(P(c2ccccc2)(c2ccccc2)c2ccccc2)P(c2ccccc2)(c2ccccc2)c2ccccc2)cc1. The product is CCCCc1nnc(OC2CCN(C(=O)OC(C)(C)C)CC2)cc1-c1ccc(OC2CCCCC2)c(-c2cn[nH]c2)c1. Reaction SMILES: [C:1]([CH3:2])([CH3:3])([CH3:4])[O:5][C:6](=[O:7])[N:8]1[CH2:9][CH2:10][CH:11]([O:14][c:15]2[n:16][n:17][c:18]([CH2:35][CH2:36][CH2:37][CH3:38])[c:19](-[c:21]3[cH:22][c:23]([Br:34])[c:24]([O:27][CH:28]4[CH2:29][CH2:30][CH2:31][CH2:32][CH2:33]4)[cH:25][cH:26]3)[cH:20]2)[CH2:12][CH2:13]1.[CH3:136][O:137][CH2:138][CH2:139][O:140][CH3:141].[CH3:39][C:40]1([CH3:41])[C:42]([CH3:43])([CH3:44])[O:45][B:46]([c:47]2[cH:48][n:49][nH:50][cH:51]2)[O:52]1.[Na+:53].[Na+:54].[O-:55][C:56](=[O:57])[O-:58].[cH:59]1[cH:60][cH:61][c:62]([P:63]([Pd:64]([P:65]([c:66]2[cH:67][cH:68][cH:69][cH:70][cH:71]2)([c:72]2[cH:73][cH:74][cH:75][cH:76][cH:77]2)[c:78]2[cH:79][cH:80][cH:81][cH:82][cH:83]2)([P:84]([c:85]2[cH:86][cH:87][cH:88][cH:89][cH:90]2)([c:91]2[cH:92][cH:93][cH:94][cH:95][cH:96]2)[c:97]2[cH:98][cH:99][cH:100][cH:101][cH:102]2)[P:103]([c:104]2[cH:105][cH:106][cH:107][cH:108][cH:109]2)([c:110]2[cH:111][cH:112][cH:113][cH:114][cH:115]2)[c:116]2[cH:117][cH:118][cH:119][cH:120][cH:121]2)([c:122]2[cH:123][cH:124][cH:125][cH:126][cH:127]2)[c:128]2[cH:129][cH:130][cH:131][cH:132][cH:133]2)[cH:134][cH:135]1>>[C:1]([CH3:2])([CH3:3])([CH3:4])[O:5][C:6](=[O:7])[N:8]1[CH2:9][CH2:10][CH:11]([O:14][c:15]2[n:16][n:17][c:18]([CH2:35][CH2:36][CH2:37][CH3:38])[c:19](-[c:21]3[cH:22][c:23](-[c:47]4[cH:48][n:49][nH:50][cH:51]4)[c:24]([O:27][CH:28]4[CH2:29][CH2:30][CH2:31][CH2:32][CH2:33]4)[cH:25][cH:26]3)[cH:20]2)[CH2:12][CH2:13]1.